Dataset: the Open Reaction Database (ORD), a public repository of structured organic reaction records. Task: describe an organic reaction: reactants, conditions, products, and yield Reactants: FC(C1=C(C=O)C=CC=C1)(F)F (2-(trifluoromethyl)-benzaldehyde), Cl (HCl), C1(CC1)CN1C(N(C(C2=C1SC=C2C(=O)O)=O)C)=O (1-(Cyclopropylmethyl)-1,2,3,4-tetrahydro-3-methyl-2,4-dioxo-thieno[2,3-d]pyrimidine-5-carboxylic acid), C(C)(C)[N-]C(C)C.[Li+] (lithium diisopropylamide). Run in O1CCCC1 (tetrahydrofuran). Reaction conditions: time 72 hour. The product is CCCC(C)C (isohexane), C1(CC1)CN1C(N(C(C2=C1SC(=C2C(=O)O)CC2=C(C=CC=C2)C(F)(F)F)=O)C)=O (1-(Cyclopropylmethyl)-1,2,3,4-tetrahydro-3-methyl-2,4-dioxo-6-[[2-(trifluoromethyl)phenyl]methyl]-thieno[2,3-d]pyrimidine-5-carboxylic acid). RXN SMILES: [CH:1]1([CH2:4][N:5]2[C:10]3[S:11][CH:12]=[C:13]([C:14]([OH:16])=[O:15])[C:9]=3[C:8](=[O:17])[N:7]([CH3:18])[C:6]2=[O:19])[CH2:3][CH2:2]1.C([N-]C(C)C)(C)C.[Li+].[F:28][C:29]([F:39])([F:38])[C:30]1[CH:37]=[CH:36][CH:35]=[CH:34][C:31]=1[CH:32]=O.Cl>O1CCCC1>[CH3:36][CH2:37][CH2:30][CH:31]([CH3:34])[CH3:32].[CH:1]1([CH2:4][N:5]2[C:10]3[S:11][C:12]([CH2:32][C:31]4[CH:34]=[CH:35][CH:36]=[CH:37][C:30]=4[C:29]([F:28])([F:38])[F:39])=[C:13]([C:14]([OH:16])=[O:15])[C:9]=3[C:8](=[O:17])[N:7]([CH3:18])[C:6]2=[O:19])[CH2:3][CH2:2]1 |f:1.2|. Reported procedure: 1-(Cyclopropylmethyl)-1,2,3,4-tetrahydro-3-methyl-2,4-dioxo-thieno[2,3-d]pyrimidine-5-carboxylic acid (6.8 g) was suspended in tetrahydrofuran (100 ml) and cooled to −78° C. to which lithium diisopropylamide (63 ml, 1M) was added. After complete addition the solution was left for 30 min before 2-(trifluoromethyl)-benzaldehyde, (7.4 mls) was added neat. After 1 h HCl(2M in water) was added and the reaction allowed to warm to room temperature. The reaction was concentrated in vacuo and partitioned... Reactants: CN1CC2=C(C=CC(=C2CC1)C1=CC=CC=C1)[N+](=O)[O-] (2-methyl-5-phenyl-8-nitro-1,2,3,4-tetrahydro-isoquinoline), C1(=CC=CC=C1)B(O)O (phenyl boronic acid), BrC1=C2CCN(CC2=C(C=C1)[N+](=O)[O-])C (5-bromo-2-methyl-8-nitro-1,2,3,4-tetrahydro-isoquinoline), CN1CC2=C(C=CC(=C2CC1)C1=CC=C(C=C1)Cl)[N+](=O)[O-] (2-methyl-5-(4-chlorophenyl)-8-nitro-1,2,3,4-tetrahydro-isoquinoline). Product: C(C)(=O)NC1=C2CCN(CC2=C(C=C1[N+](=O)[O-])C1=CC=CC=C1)C (5-acetamido-2-methyl-6-nitro-8-phenyl-1,2,3,4-tetrahydro-isoquinoline). As a reaction SMILES: [CH3:1][N:2]1[CH2:11][CH2:10][C:9]2[C:4](=[C:5]([N+:18]([O-:20])=[O:19])[CH:6]=[CH:7][C:8]=2C2C=CC=CC=2)[CH2:3]1.[C:21]1(B(O)O)[CH:26]=[CH:25][CH:24]=[CH:23][CH:22]=1.BrC1C=CC([N+]([O-])=O)=C2C=1[CH2:33][CH2:34][N:35](C)C2.CN1CCC2C(=C([N+]([O-])=[O:64])C=CC=2C2C=CC(Cl)=CC=2)C1>>[C:34]([NH:35][C:4]1[C:5]([N+:18]([O-:20])=[O:19])=[CH:6][C:7]([C:21]2[CH:26]=[CH:25][CH:24]=[CH:23][CH:22]=2)=[C:8]2[C:9]=1[CH2:10][CH2:11][N:2]([CH3:1])[CH2:3]2)(=[O:64])[CH3:33]. Procedure: 2-methyl-5-phenyl-8-nitro-1,2,3,4-tetrahydro-isoquinoline mp 75-78° C. from reaction between phenyl boronic acid and 5-bromo-2-methyl-8-nitro-1,2,3,4-tetrahydro-isoquinoline. 2-methyl-5-(4-chlorophenyl)-8-nitro-1,2,3,4-tetrahydro-isoquinoline mp 162-163° C. The reactants are [Al+3], Cc1ccc(C(=O)O)cn1, [H-], [H-], [H-], [H-], [Li+], [Na+], C1CCOC1, [OH-], O. The product is Cc1ccc(CO)cn1. As a reaction SMILES: [Al+3:12].[CH3:1][c:2]1[n:3][cH:4][c:5]([C:6](=[O:7])[OH:8])[cH:9][cH:10]1.[H-:11].[H-:14].[H-:15].[H-:16].[Li+:13].[Na+:18].[O:20]1[CH2:21][CH2:22][CH2:23][CH2:24]1.[OH-:17].[OH2:19]>>[CH3:1][c:2]1[n:3][cH:4][c:5]([CH2:6][OH:7])[cH:9][cH:10]1. The reactants are COC(C1=CC(=C(C(=C1)F)OC)Br)=O (3-Bromo-5-fluoro-4-methoxy-benzoic acid methyl ester), [OH-].[Li+] (lithium hydroxide). The solvent is mixture, C1CCOC1 (THF), O (water). Run at time 3 day. Yields the product BrC=1C=C(C(=O)O)C=C(C1OC)F (3-Bromo-5-fluoro-4-methoxy-benzoic acid). Isolated yield 52.8%. Reaction SMILES: C[O:2][C:3](=[O:14])[C:4]1[CH:9]=[C:8]([F:10])[C:7]([O:11][CH3:12])=[C:6]([Br:13])[CH:5]=1.[OH-].[Li+]>C1COCC1.O>[Br:13][C:6]1[CH:5]=[C:4]([CH:9]=[C:8]([F:10])[C:7]=1[O:11][CH3:12])[C:3]([OH:14])=[O:2] |f:1.2|. Procedure details: 5.8 g of the product obtained in step 2 were dissolved in 100 ml of a mixture of THF and water (9:1), 1.06 g (44.1 mmol) of lithium hydroxide were added and the mixture was stirred for 3 days. The solvent was evaporated and the residue was purified by preparative RP HPLC (water/ACN gradient). 2.9 g of the title compound were obtained. The reactants are ClC1=C(C=CC(=C1)Cl)N1CCCN2C1=NC1=C2C(=CC=C1)C(CC)O (1-[1-(2,4-dichlorophenyl)-1,2,3,4-tetrahydropyrimido[1,2-a]benzimidazol-6-yl]propan-1-ol), [H-].[Na+] (sodium hydride), COCCBr (2-bromoethyl methyl ether). Run in O (water), CN(C=O)C (N,N-dimethylformamide). Run at time 10 minute. Product: ClC1=C(C=CC(=C1)Cl)N1CCCN2C1=NC1=C2C(=CC=C1)C(CC)OCCOC (1-(2,4-Dichlorophenyl)-6-[1-(2-methoxyethoxy)propyl]-1,2,3,4-tetrahydropyrimido[1,2-a]benzimidazole). As a reaction SMILES: [Cl:1][C:2]1[CH:7]=[C:6]([Cl:8])[CH:5]=[CH:4][C:3]=1[N:9]1[C:14]2=[N:15][C:16]3[CH:21]=[CH:20][CH:19]=[C:18]([CH:22]([OH:25])[CH2:23][CH3:24])[C:17]=3[N:13]2[CH2:12][CH2:11][CH2:10]1.[H-].[Na+].[CH3:28][O:29][CH2:30][CH2:31]Br>CN(C)C=O.O>[Cl:1][C:2]1[CH:7]=[C:6]([Cl:8])[CH:5]=[CH:4][C:3]=1[N:9]1[C:14]2=[N:15][C:16]3[CH:21]=[CH:20][CH:19]=[C:18]([CH:22]([O:25][CH2:31][CH2:30][O:29][CH3:28])[CH2:23][CH3:24])[C:17]=3[N:13]2[CH2:12][CH2:11][CH2:10]1 |f:1.2|. Procedure details: To a solution of 1-[1-(2,4-dichlorophenyl)-1,2,3,4-tetrahydropyrimido[1,2-a]benzimidazol-6-yl]propan-1-ol (300 mg, 0.797 mmol) in N,N-dimethylformamide (3.0 mL) was added sodium hydride (60% in oil, 35.0 mg, 0.877 mmol), and the mixture was stirred at room temperature for 10 min. To the mixture was added 2-bromoethyl methyl ether (166 mg, 1.19 mmol), and the mixture was stirred at room temperature for 3 hr. The mixture was diluted with water, and extracted with ethyl acetate. The combined organi... Reactants: CC1=CC(CS(=O)(N)=O)=NO1, OB(O)C1=CC=C(OC)C=C1. The reagents and catalysts are [F-].[Cs+], CC(=O)[O-].CC(=O)[O-].[Cu+2]. The solvent is ClCCCl, ClCCCl. Reaction conditions: temperature 60 celsius, time 18 hour. Yields the product CC1=CC(CS(=O)(NC2=CC=C(OC)C=C2)=O)=NO1, CC1=CC(CS(=O)(N(C2=CC=C(OC)C=C2)C3=CC=C(OC)C=C3)=O)=NO1. Isolated yield 21.5%. Procedure: Reactions were run in 8 x 30 mm glass vial inserts in 96 well-plate Para-dox Aluminum Reaction Blocks. The reaction components were dosed according to the design shown in Figure S2 and Figure S3. First, the catalysts (2 umol per vial) and solid bases (20 umol per vial) were added by dosing 50 uL each of a stock solution in 1,2-dichloroethane (40 mM for catalysts, 0.4 M for bases) via single-channel pipette. The 1,2-dichloroethane was then removed via centrifugal evaporation using a Genevac EZ-2 ... Reactants: C=CC(C)(C)OC(=O)C#CC1C(C(=O)OC(C#N)c2cccc(Oc3ccccc3)c2)C1(C)C, c1ccccc1. Yields the product C=CC(C)(C)OC(=O)C=CC1C(C(=O)OC(C#N)c2cccc(Oc3ccccc3)c2)C1(C)C. As a reaction SMILES: [CH3:1][C:2]1([CH3:34])[CH:3]([C:15](=[O:16])[O:17][CH:18]([c:19]2[cH:20][c:21]([O:25][c:26]3[cH:27][cH:28][cH:29][cH:30][cH:31]3)[cH:22][cH:23][cH:24]2)[C:32]#[N:33])[CH:4]1[C:5]#[C:6][C:7](=[O:8])[O:9][C:10]([CH:11]=[CH2:12])([CH3:13])[CH3:14].[cH:35]1[cH:36][cH:37][cH:38][cH:39][cH:40]1>>[CH3:1][C:2]1([CH3:34])[CH:3]([C:15](=[O:16])[O:17][CH:18]([c:19]2[cH:20][c:21]([O:25][c:26]3[cH:27][cH:28][cH:29][cH:30][cH:31]3)[cH:22][cH:23][cH:24]2)[C:32]#[N:33])[CH:4]1[CH:5]=[CH:6][C:7](=[O:8])[O:9][C:10]([CH:11]=[CH2:12])([CH3:13])[CH3:14]. Reactants: ClC1=C2C=3CCCCC3N3C2=C(C=C1)CCN(CC3)C (8-chloro-3-methyl-2,3,4,5,9,10,11,12-octahydro-1H-[1,4]diazocino[7,8,1-jk]carbazole), C(#N)[BH3-].[Na+] (sodium cyanoborohydride). The solvent is C(C)(=O)O (acetic acid). Run at time 8 hour. Yields the product ClC1=C2C3CCCCC3N3C2=C(C=C1)CCN(CC3)C (8-Chloro-3-methyl-2,3,4,5,8b,9,10,11,12,12a-decahydro-1H-[1,4]diazocino[7,8,1-jk]carbazole). Yield: 32.0%. RXN SMILES: [Cl:1][C:2]1[CH:14]=[CH:13][C:12]2[CH2:15][CH2:16][N:17]([CH3:20])[CH2:18][CH2:19][N:10]3[C:11]=2[C:3]=1[C:4]1[CH2:5][CH2:6][CH2:7][CH2:8][C:9]=13.C([BH3-])#N.[Na+]>C(O)(=O)C>[Cl:1][C:2]1[CH:14]=[CH:13][C:12]2[CH2:15][CH2:16][N:17]([CH3:20])[CH2:18][CH2:19][N:10]3[C:11]=2[C:3]=1[CH:4]1[CH:9]3[CH2:8][CH2:7][CH2:6][CH2:5]1 |f:1.2|. Reported procedure: To a solution of 8-chloro-3-methyl-2,3,4,5,9,10,11,12-octahydro-1H-[1,4]diazocino[7,8,1-jk]carbazole (0.25 g, 0.86 mmole) in acetic acid (50 mL) was added sodium cyanoborohydride (0.22 g, 3.32 mmole) and the reaction mixture was stirred at room temperature overnight. The solvent was removed in vacuo and the residue was diluted with methylene chloride (200 mL) and washed with aqueous sodium hydroxide (1N, 150 mL), saturated sodium chloride (150 mL), dried (sodium sulfate) and concentrated. Purifi...